Dataset: the Open Reaction Database (ORD), a public repository of structured organic reaction records. Task: describe an organic reaction: reactants, conditions, products, and yield Starting materials: NCCc1ccccc1, CC(C)CCc1cccc(C(=O)O)c1. The product is CC(C)CCc1cccc(C(=O)NCCc2ccccc2)c1. As a reaction SMILES: [CH2:15]([CH2:16][c:17]1[cH:18][cH:19][cH:20][cH:21][cH:22]1)[NH2:23].[CH2:1]([CH2:2][CH:3]([CH3:4])[CH3:5])[c:6]1[cH:7][c:8]([C:9](=[O:10])[OH:11])[cH:12][cH:13][cH:14]1>>[CH2:1]([CH2:2][CH:3]([CH3:4])[CH3:5])[c:6]1[cH:7][c:8]([C:9](=[O:11])[NH:23][CH2:15][CH2:16][c:17]2[cH:18][cH:19][cH:20][cH:21][cH:22]2)[cH:12][cH:13][cH:14]1. The reactants are NC(=O)c1cc(-c2cccc(F)c2)cc2c(C3CCN(S(=O)(=O)CCCCl)CC3)n[nH]c12, [K+], [K+], C1CCN(C2CCNCC2)CC1, O=C([O-])[O-], CN(C)C=O. Yields the product NC(=O)c1cc(-c2cccc(F)c2)cc2c(C3CCN(S(=O)(=O)CCCN4CCC(N5CCCCC5)CC4)CC3)n[nH]c12. Reaction SMILES: [Cl:1][CH2:2][CH2:3][CH2:4][S:5](=[O:6])(=[O:7])[N:8]1[CH2:9][CH2:10][CH:11]([c:14]2[n:15][nH:16][c:17]3[c:18]([C:30](=[O:31])[NH2:32])[cH:19][c:20](-[c:23]4[cH:24][c:25]([F:29])[cH:26][cH:27][cH:28]4)[cH:21][c:22]23)[CH2:12][CH2:13]1.[K+:33].[K+:34].[N:39]1([CH:45]2[CH2:46][CH2:47][NH:48][CH2:49][CH2:50]2)[CH2:40][CH2:41][CH2:42][CH2:43][CH2:44]1.[O-:35][C:36]([O-:37])=[O:38].[O:51]=[CH:52][N:53]([CH3:54])[CH3:55]>>[CH2:2]([CH2:3][CH2:4][S:5](=[O:6])(=[O:7])[N:8]1[CH2:9][CH2:10][CH:11]([c:14]2[n:15][nH:16][c:17]3[c:18]([C:30](=[O:31])[NH2:32])[cH:19][c:20](-[c:23]4[cH:24][c:25]([F:29])[cH:26][cH:27][cH:28]4)[cH:21][c:22]23)[CH2:12][CH2:13]1)[N:48]1[CH2:47][CH2:46][CH:45]([N:39]2[CH2:40][CH2:41][CH2:42][CH2:43][CH2:44]2)[CH2:50][CH2:49]1. Reactants: Cc1ccc2c(c1)nc(C)n2C1CCC(NC(=O)OC(C)(C)C)C1, CO, Cl, C1COCCO1. Product: Cl, Cc1ccc2c(c1)nc(C)n2C1CCC(N)C1. As a reaction SMILES: [C:1]([O:2][C:3](=[O:4])[NH:7][CH:8]1[CH2:9][CH:10]([n:13]2[c:14]([CH3:23])[n:15][c:16]3[c:17]2[cH:18][cH:19][c:20]([CH3:22])[cH:21]3)[CH2:11][CH2:12]1)([CH3:5])([CH3:6])[CH3:24].[CH3:25][OH:26].[ClH:27].[O:28]1[CH2:29][CH2:30][O:31][CH2:32][CH2:33]1>>[ClH:27].[NH2:7][CH:8]1[CH2:9][CH:10]([n:13]2[c:14]([CH3:23])[n:15][c:16]3[c:17]2[cH:18][cH:19][c:20]([CH3:22])[cH:21]3)[CH2:11][CH2:12]1. Procedure details: Prepared by Procedure C and Scheme O using 1H-indole and 1-chloro-2-iodobenzene: ESMS m/e: 227.9 (M+H)+. Reactants: N1C=CC2=CC=CC=C12 (1H-indole), ClC1=C(C=CC=C1)I (1-chloro-2-iodobenzene). As a reaction SMILES: [NH:1]1[C:9]2[C:4](=[CH:5][CH:6]=[CH:7][CH:8]=2)[CH:3]=[CH:2]1.[Cl:10][C:11]1[CH:16]=[CH:15][CH:14]=[CH:13][C:12]=1I>>[Cl:10][C:11]1[CH:16]=[CH:15][CH:14]=[CH:13][C:12]=1[N:1]1[C:9]2[C:4](=[CH:5][CH:6]=[CH:7][CH:8]=2)[CH:3]=[CH:2]1. The product is ClC1=C(C=CC=C1)N1C=CC2=CC=CC=C12 (1-(2-CHLOROPHENYL)-1H-INDOLE). The reactants are COC=1C=CC2=C(SC(=C2C(C2=CC=C(C=C2)O)=O)C2=CC=C(C=C2)OC)C1 (6-Methoxy-2-(4-methoxyphenyl)-3-(4-hydroxybenzoyl)benzo[b]thiophene), CCOC(=O)/N=N/C(=O)OCC (DEAD), N1(CCCC1)[C@H]1[C@@H](CCCC1)O (trans-2-pyrrolidinylcyclohexanol), C1(=CC=CC=C1)P(C1=CC=CC=C1)C1=CC=CC=C1 (triphenylphosphine). The product is COC=1C=CC2=C(SC(=C2C(C2=CC=C(C=C2)OC2C(CCCC2)N2CCCC2)=O)C2=CC=C(C=C2)OC)C1 (6-Methoxy-2-(4-Methoxyphenyl)-3-(4-[2-Pyrrolidin-1-ylcyclohexoxy]benzoyl)benzo[b]thiophene). Isolated yield 34.9%. Reaction SMILES: [CH3:1][O:2][C:3]1[CH:4]=[CH:5][C:6]2[C:10]([C:11](=[O:19])[C:12]3[CH:17]=[CH:16][C:15]([OH:18])=[CH:14][CH:13]=3)=[C:9]([C:20]3[CH:25]=[CH:24][C:23]([O:26][CH3:27])=[CH:22][CH:21]=3)[S:8][C:7]=2[CH:28]=1.[N:29]1([C@@H:34]2[CH2:39][CH2:38][CH2:37][CH2:36][C@H:35]2O)[CH2:33][CH2:32][CH2:31][CH2:30]1.C1(P(C2C=CC=CC=2)C2C=CC=CC=2)C=CC=CC=1.CCOC(/N=N/C(OCC)=O)=O>>[CH3:1][O:2][C:3]1[CH:4]=[CH:5][C:6]2[C:10]([C:11](=[O:19])[C:12]3[CH:13]=[CH:14][C:15]([O:18][CH:35]4[CH2:36][CH2:37][CH2:38][CH2:39][CH:34]4[N:29]4[CH2:33][CH2:32][CH2:31][CH2:30]4)=[CH:16][CH:17]=3)=[C:9]([C:20]3[CH:25]=[CH:24][C:23]([O:26][CH3:27])=[CH:22][CH:21]=3)[S:8][C:7]=2[CH:28]=1. Procedure details: 6-Methoxy-2-(4-methoxyphenyl)-3-(4-hydroxybenzoyl)benzo[b]thiophene (1.27 g, 3.25 mmol), trans-2-pyrrolidinylcyclohexanol (1.10 g, 6.50 mmol), triphenylphosphine (1.70 g, 6.50 mmol), and DEAD (6.50 mmol) were converted to product by the procedure of Example 11 to give 615 mg of the title compound. Yield: 35%. MS(FD) 541(M+). IR (CHCl3) ν max 3009, 2940, 1645, 1597, 1476, 1254, 1166. Reactants: ClC1=C(C=C2C(C(=CN(C2=C1)C1CC1)C(=O)O)=O)F (7-chloro-1-cyclopropyl-6-fluoro-1,4-dihydro-4-oxo-3-quinolinecarboxylic acid), C1(CC1)C1NCCNC1 (2-cyclopropylpiperazine). Run in N1=CC=CC=C1 (pyridine). Reaction conditions: temperature 135 celsius. The product is Cl.C1(CC1)N1C=C(C(C2=CC(=C(C=C12)N1CC(NCC1)C1CC1)F)=O)C(=O)O (1-Cyclopropyl-7-(3-cyclopropyl-1-piperazinyl)-6-fluoro-1,4-dihydro-4-oxo-3-quinolinecarboxylic acid, monohydrochloride). As a reaction SMILES: [Cl:1][C:2]1[CH:11]=[C:10]2[C:5]([C:6](=[O:18])[C:7]([C:15]([OH:17])=[O:16])=[CH:8][N:9]2[CH:12]2[CH2:14][CH2:13]2)=[CH:4][C:3]=1[F:19].[CH:20]1([CH:23]2[CH2:28][NH:27][CH2:26][CH2:25][NH:24]2)[CH2:22][CH2:21]1>N1C=CC=CC=1>[ClH:1].[CH:12]1([N:9]2[C:10]3[C:5](=[CH:4][C:3]([F:19])=[C:2]([N:27]4[CH2:26][CH2:25][NH:24][CH:23]([CH:20]5[CH2:22][CH2:21]5)[CH2:28]4)[CH:11]=3)[C:6](=[O:18])[C:7]([C:15]([OH:17])=[O:16])=[CH:8]2)[CH2:14][CH2:13]1 |f:3.4|. Reported procedure: A mixture of 1.405 g of 7-chloro-1-cyclopropyl-6-fluoro-1,4-dihydro-4-oxo-3-quinolinecarboxylic acid, 4.34 g of 2-cyclopropylpiperazine and 15 ml of pyridine was heated in a pressure bottle at 135° C. for 24 hours, then cooled and the pyridine removed under reduced pressure. The residue was purified by chromatography on silica gel, with chloroform:methanol:water:triethylamine (9.5:0.5:0.01:0.01). The solid (base form) was redissolved in ethanol, a few drops of concentrated hydrochloric acid were... The reactants are O (Water), C(C)(C)(C)OC(C(C)(SC=1SC=C(N1)CCOS(=O)(=O)C)C)=O (2-methyl-2-[(4-{2-[(methylsulfonyl)oxy]ethyl}-1,3-thiazol-2-yl)thio]propionic acid tert-butyl ester), FC(C=1C=C(C=CC1)N1N=CC(=C1)O)(F)F (1-[3-(trifluoromethyl)phenyl]-1H-pyrazole-4-ol), C([O-])([O-])=O.[K+].[K+] (potassium carbonate). The solvent is CN(C=O)C (N,N-dimethylformamide). Reaction conditions: temperature 85 celsius, time 3 hour. Product: C(C)(C)(C)OC(C(C)(SC=1SC=C(N1)CCOC=1C=NN(C1)C1=CC(=CC=C1)C(F)(F)F)C)=O (2-methyl-2-({4-[2-({1-[3-(trifluoromethyl)phenyl]-1H-pyrazol-4-yl}oxy)ethyl]-1,3-thiazol-2-yl}thio)propionic acid tert-butyl ester). Isolated yield 29.7%. As a reaction SMILES: [C:1]([O:5][C:6](=[O:23])[C:7]([CH3:22])([S:9][C:10]1[S:11][CH:12]=[C:13]([CH2:15][CH2:16][O:17]S(C)(=O)=O)[N:14]=1)[CH3:8])([CH3:4])([CH3:3])[CH3:2].[F:24][C:25]([F:39])([F:38])[C:26]1[CH:27]=[C:28]([N:32]2[CH:36]=[C:35](O)[CH:34]=[N:33]2)[CH:29]=[CH:30][CH:31]=1.C(=O)([O-])[O-].[K+].[K+].O>CN(C)C=O>[C:1]([O:5][C:6](=[O:23])[C:7]([CH3:8])([S:9][C:10]1[S:11][CH:12]=[C:13]([CH2:15][CH2:16][O:17][C:35]2[CH:34]=[N:33][N:32]([C:28]3[CH:29]=[CH:30][CH:31]=[C:26]([C:25]([F:38])([F:39])[F:24])[CH:27]=3)[CH:36]=2)[N:14]=1)[CH3:22])([CH3:2])([CH3:3])[CH3:4] |f:2.3.4|. Procedure: 2-Methyl-2-[(4-{2-[(methylsulfonyl)oxy]ethyl}-1,3-thiazol-2-yl)thio]propionic acid tert-butyl ester (1.0 g) synthesized in Example 5 and 1-[3-(trifluoromethyl)phenyl]-1H-pyrazole-4-ol (600 mg) were dissolved in N,N-dimethylformamide (10 mL), potassium carbonate (363 mg) was added, and the mixture was stirred at 85° C. for 3 hr. Water was added to the reaction mixture, and the mixture was extracted with ethyl acetate. The organic layer was washed with saturated brine and dried over anhydrous sodi... Conditions: temperature -78 celsius, time 1.5 hour. Product: ClC1=C(C=C(C=C1)[C@@]1(O[C@@H]([C@H]([C@@H]([C@H]1O)O)O)CO)OC)CC1=CC=C(C=C1)OC(F)(F)F ((2S,3R,4S,5S,6R)-2-[4-chloro-3-[[4-(trifluoromethoxy)phenyl]methyl]phenyl]-6-(hydroxymethyl)-2-methoxy-tetrahydropyran-3,4,5-triol). Procedure: 4-bromo-1-chloro-2-[[4-(trifluoromethoxy)phenyl]methyl]benzene 6h (2.33 g, 6.38 mmol) was dissolved in 40 mL of mixed solution (THF and n-hexane, v:v=1:3) and cooled to −78° C., followed by dropwise addition of a solution of nBuLi in n-hexane (3.83 mL, 9.57 mmol). After stirring for 1.5 hours at −78° C., a solution (30 mL) of (3R,4S,5R,6R)-3,4,5-tris(trimethylsilyloxy)-6-(trimethylsilyloxymethyl)tetrahydropyran-2-one 2f (4.47 g, 9.57 mmol) in mixed solution (THF and n-hexane, v:v=1:3) was dropwi... Reaction SMILES: Br[C:2]1[CH:7]=[CH:6][C:5]([Cl:8])=[C:4]([CH2:9][C:10]2[CH:15]=[CH:14][C:13]([O:16][C:17]([F:20])([F:19])[F:18])=[CH:12][CH:11]=2)[CH:3]=1.[Li][CH2:22]CCC.C[Si](C)(C)[O:28][C@@H:29]1[C@@H:34]([O:35][Si](C)(C)C)[C@H:33]([O:40][Si](C)(C)C)[C@@H:32]([CH2:45][O:46][Si](C)(C)C)[O:31][C:30]1=[O:51].CS(O)(=O)=O>CO.CCCCCC.C1COCC1>[Cl:8][C:5]1[CH:6]=[CH:7][C:2]([C@@:30]2([O:51][CH3:22])[C@H:29]([OH:28])[C@@H:34]([OH:35])[C@H:33]([OH:40])[C@@H:32]([CH2:45][OH:46])[O:31]2)=[CH:3][C:4]=1[CH2:9][C:10]1[CH:15]=[CH:14][C:13]([O:16][C:17]([F:20])([F:19])[F:18])=[CH:12][CH:11]=1. Solvent: CCCCCC (n-hexane), CO (methanol), CCCCCC (n-hexane), C1CCOC1 (THF), mixed solution. Starting materials: [Li]CCCC (nBuLi), CS(=O)(=O)O (methanesulfonic acid), C[Si](O[C@H]1C(O[C@@H]([C@H]([C@@H]1O[Si](C)(C)C)O[Si](C)(C)C)CO[Si](C)(C)C)=O)(C)C ((3R,4S,5R,6R)-3,4,5-tris(trimethylsilyloxy)-6-(trimethylsilyloxymethyl)tetrahydropyran-2-one), BrC1=CC(=C(C=C1)Cl)CC1=CC=C(C=C1)OC(F)(F)F (4-bromo-1-chloro-2-[[4-(trifluoro-methoxy)phenyl]methyl]benzene). The reactants are CC1(C(OCC2=CC(=NC(CC=CCC=3C=CC=C(C1)C3)=C2)N(S(=O)(=O)C)C)=O)NC(OC(C)(C)C)=O (tert-butyl [(3EZ)-14-methyl-8-[methyl(methylsulfonyl)amino]-13-oxo-12-oxa-7-azatricyclo[14.3.1.16,10]henicosa-1(20),3,6(21),7,9,16,18-heptaen-14-yl]carbamate). Run in C(Cl)Cl (DCM), C(=O)(C(F)(F)F)O (TFA). Product: NC1(C(OCC2=CC(=NC(C/C=C/CC=3C=CC=C(C1)C3)=C2)N(S(=O)(=O)C)C)=O)C (N-[(3E)-14-Amino-14-methyl-13-oxo-12-oxa-7-azatricyclo[14.3.1.16,10]henicosa-1(20),3,6(21),7,9,16,18-heptaen-8-yl]-N-methylmethanesulfonamide), NC1(C(OCC2=CC(=NC(C\C=C/CC=3C=CC=C(C1)C3)=C2)N(S(=O)(=O)C)C)=O)C (N-[(3Z)-14-Amino-14-methyl-13-oxo-12-oxa-7-azatricyclo[14.3.1.16,10]henicosa-1(20),3,6(21),7,9,16,18-heptaen-8-yl]-N-methylmethanesulfonamide). Reaction SMILES: [CH3:1][C:2]1([NH:30]C(=O)OC(C)(C)C)[CH2:20][C:19]2[CH:21]=[C:15]([CH:16]=[CH:17][CH:18]=2)[CH2:14][CH:13]=[CH:12][CH2:11][C:10]2=[CH:22][C:6](=[CH:7][C:8]([N:23]([CH3:28])[S:24]([CH3:27])(=[O:26])=[O:25])=[N:9]2)[CH2:5][O:4][C:3]1=[O:29]>C(Cl)Cl.C(O)(C(F)(F)F)=O>[NH2:30][C:2]1([CH3:1])[CH2:20][C:19]2[CH:21]=[C:15]([CH:16]=[CH:17][CH:18]=2)[CH2:14][CH:13]=[CH:12][CH2:11][C:10]2=[CH:22][C:6](=[CH:7][C:8]([N:23]([CH3:28])[S:24]([CH3:27])(=[O:26])=[O:25])=[N:9]2)[CH2:5][O:4][C:3]1=[O:29].[NH2:30][C:2]1([CH3:1])[CH2:20][C:19]2[CH:21]=[C:15]([CH:16]=[CH:17][CH:18]=2)[CH2:14][CH:13]=[CH:12][CH2:11][C:10]2=[CH:22][C:6](=[CH:7][C:8]([N:23]([CH3:28])[S:24]([CH3:27])(=[O:26])=[O:25])=[N:9]2)[CH2:5][O:4][C:3]1=[O:29]. Reported procedure: A solution of tert-butyl [(3EZ)-14-methyl-8-[methyl(methylsulfonyl)amino]-13-oxo-12-oxa-7-azatricyclo[14.3.1.16,10]henicosa-1(20),3,6(21),7,9,16,18-heptaen-14-yl]carbamate (14 mg, 0.026 mmol) (Intermediate V.11.c.1) in DCM (0.5 mL) and TFA (1.5 mL) was stirred at rt for 1 h. Concentration, purification and separation of EZ isomers by reverse phase preparative HPLC (5-95% CH3CN in water containing 0.1% TFA) gave N-[(3E)-14-Amino-14-methyl-13-oxo-12-oxa-7-azatricyclo[14.3.1.16,10]henicosa-1(20),3,... Starting materials: [H-].[Na+] (NaH), N1C=CC=C1 (pyrrole), BrCC1=CC=C(C=C1)S(=O)(=O)Cl (4-(bromomethyl)benzenesulfonyl chloride). Solvent: [Cl-].[Na+].O (brine), C1CCOC1 (THF). Conditions: time 5 minute. Yields the product BrCC1=CC=C(C=C1)S(=O)(=O)N1C=CC=C1 (1-[4-(bromomethyl)benzenesulfonyl]pyrrole). The yield is 15.0%. As a reaction SMILES: [H-].[Na+].[NH:3]1[CH:7]=[CH:6][CH:5]=[CH:4]1.[Br:8][CH2:9][C:10]1[CH:15]=[CH:14][C:13]([S:16](Cl)(=[O:18])=[O:17])=[CH:12][CH:11]=1>C1COCC1.[Cl-].[Na+].O>[Br:8][CH2:9][C:10]1[CH:11]=[CH:12][C:13]([S:16]([N:3]2[CH:7]=[CH:6][CH:5]=[CH:4]2)(=[O:18])=[O:17])=[CH:14][CH:15]=1 |f:0.1,5.6.7|. Reported procedure: NaH (60% dispersion in mineral oil. 40 mg, 1.0 mmol) was added to a solution of pyrrole (67 mg, 1.0 mmol) in THF (2.0 mL) and the mixture was stirred at room temperature for 5 min. Then 4-(bromomethyl)benzenesulfonyl chloride (269 mg, 1.0 mmol) was added to the mixture. After stirring at room temperature for additional 10 min, brine (15 mL) was added and the mixture was extracted with AcOEt (40 mL×2). The combined extracts were dried over MgSO4. The solvent was removed under reduced pressure to ...